This data is from the Open Reaction Database (ORD), a public repository of structured organic reaction records. The task is: describe an organic reaction: reactants, conditions, products, and yield The reactants are C1(=CC=CC=C1)OCCBr (2-bromoethyl phenyl ether), CN(C)CC1=CC=CC=C1 (N,N-dimethylbenzylamine). The solvent is C(C)#N (acetonitrile). The product is [Br-].C[N+](CCOC1=CC=CC=C1)(C)CC1=CC=CC=C1 (N,N-Dimethyl-N-(2-phenoxyethyl)benzylammonium Bromide). Reaction SMILES: [C:1]1([O:7][CH2:8][CH2:9][Br:10])[CH:6]=[CH:5][CH:4]=[CH:3][CH:2]=1.[CH3:11][N:12]([CH2:14][C:15]1[CH:20]=[CH:19][CH:18]=[CH:17][CH:16]=1)[CH3:13]>C(#N)C>[Br-:10].[CH3:11][N+:12]([CH2:14][C:15]1[CH:20]=[CH:19][CH:18]=[CH:17][CH:16]=1)([CH3:13])[CH2:9][CH2:8][O:7][C:1]1[CH:6]=[CH:5][CH:4]=[CH:3][CH:2]=1 |f:3.4|. Procedure: A solution of 40.21 grams (0.20 mol) of 2-bromoethyl phenyl ether, 27.04 grams (0.20 mol) of N,N-dimethylbenzylamine and 135 milliters of acetonitrile was heated at reflux for 16.75 hrs. The reaction mixture was concentrated and then cooled. On standing, the residue crystallized. The solid was stirred in ether, collected and dried. The yield of product was 66.0 grams (98.13% of theory); mp=100°-110° C. Starting materials: O=C([O-])O, CC[SiH](CC)CC, COC(=O)c1ccc2c(c1)C(O)C(C)(C)C(c1ccc(Cl)c([N+](=O)[O-])c1)N2, ClCCl, [Na+], O=C(O)C(F)(F)F. Product: COC(=O)c1ccc2c(c1)CC(C)(C)C(c1ccc(Cl)c([N+](=O)[O-])c1)N2. RXN SMILES: [C:42](=[O:43])([OH:44])[O-:45].[CH2:28]([SiH:29]([CH2:30][CH3:31])[CH2:32][CH3:33])[CH3:34].[Cl:1][c:2]1[c:3]([N+:25](=[O:26])[O-:27])[cH:4][c:5]([CH:8]2[NH:9][c:10]3[cH:11][cH:12][c:13]([C:21](=[O:22])[O:23][CH3:24])[cH:14][c:15]3[CH:16]([OH:20])[C:17]2([CH3:18])[CH3:19])[cH:6][cH:7]1.[Cl:47][CH2:48][Cl:49].[Na+:46].[OH:35][C:36]([C:37]([F:38])([F:39])[F:40])=[O:41]>>[Cl:1][c:2]1[c:3]([N+:25](=[O:26])[O-:27])[cH:4][c:5]([CH:8]2[NH:9][c:10]3[cH:11][cH:12][c:13]([C:21](=[O:22])[O:23][CH3:24])[cH:14][c:15]3[CH2:16][C:17]2([CH3:18])[CH3:19])[cH:6][cH:7]1. Starting materials: N1=CC(=CC=C1)C=1SC=C(N1)C(=O)OCC (ethyl 2-(3-pyridyl)-4-thiazolecarboxylate), [H-].[Al+3].[Li+].[H-].[H-].[H-] (lithium aluminum hydride). The product is N1=CC(=CC=C1)C=1SC=C(N1)CO (2-(3-pyridyl)-4-thiazolylmethanol). The yield is 16.0%. As a reaction SMILES: [N:1]1[CH:6]=[CH:5][CH:4]=[C:3]([C:7]2[S:8][CH:9]=[C:10]([C:12](OCC)=[O:13])[N:11]=2)[CH:2]=1.[H-].[Al+3].[Li+].[H-].[H-].[H-]>>[N:1]1[CH:6]=[CH:5][CH:4]=[C:3]([C:7]2[S:8][CH:9]=[C:10]([CH2:12][OH:13])[N:11]=2)[CH:2]=1 |f:1.2.3.4.5.6|. Procedure: In substantially the same manner as in Reference Example 77, ethyl 2-(3-pyridyl)-4-thiazolecarboxylate was reduced by lithium aluminum hydride to give 2-(3-pyridyl)-4-thiazolylmethanol. The yield was 16%. Recrystallization from ethyl acetate-hexane gave colorless needles, mp 121-122° C. Starting materials: CC(=O)O, ClI, O, N#Cc1cccc(O)c1. Product: N#Cc1cc(O)ccc1I. As a reaction SMILES: [CH3:13][C:14](=[O:15])[OH:16].[I:10][Cl:11].[OH2:12].[OH:1][c:2]1[cH:3][c:4]([C:5]#[N:6])[cH:7][cH:8][cH:9]1>>[OH:1][c:2]1[cH:3][c:4]([C:5]#[N:6])[c:7]([I:10])[cH:8][cH:9]1. Reactants: COC=1C=C2C(=CC=NC2=CC1OC)OC1=CC=C(C=C1)N (6,7-Dimethoxy-4-(4-aminophenoxy)quinoline), FC1=C(C=CC(=C1)F)N=C=O (2,4-difluorophenyl isocyanate). Run in C1(=CC=CC=C1)C (toluene). Product: FC1=C(C=CC(=C1)F)NC(=O)NC1=CC=C(C=C1)OC1=CC=NC2=CC(=C(C=C12)OC)OC (N-(2,4-Difluorophenyl)-N'-{4-[(6,7-dimethoxy-4-quinolyl)oxy]phenyl}urea). Isolated yield 84.0%. RXN SMILES: [CH3:1][O:2][C:3]1[CH:4]=[C:5]2[C:10](=[CH:11][C:12]=1[O:13][CH3:14])[N:9]=[CH:8][CH:7]=[C:6]2[O:15][C:16]1[CH:21]=[CH:20][C:19]([NH2:22])=[CH:18][CH:17]=1.[F:23][C:24]1[CH:29]=[C:28]([F:30])[CH:27]=[CH:26][C:25]=1[N:31]=[C:32]=[O:33]>C1(C)C=CC=CC=1>[F:23][C:24]1[CH:29]=[C:28]([F:30])[CH:27]=[CH:26][C:25]=1[NH:31][C:32]([NH:22][C:19]1[CH:18]=[CH:17][C:16]([O:15][C:6]2[C:5]3[C:10](=[CH:11][C:12]([O:13][CH3:14])=[C:3]([O:2][CH3:1])[CH:4]=3)[N:9]=[CH:8][CH:7]=2)=[CH:21][CH:20]=1)=[O:33]. Procedure: 6,7-Dimethoxy-4-(4-aminophenoxy)quinoline (100 mg) was dissolved in toluene (10 ml) with heat, 2,4-difluorophenyl isocyanate (120 μl) was added, and the admixture was refluxed with heat for 30 minutes. The separated crystals were filtered and then washed with toluene to obtain 128 mg of the title compound (yield: 84%). Starting materials: NC1[C@@H]2N(C(=C(CS2)C(C)SC2=NN=NN2)C(=O)O)C1=O (7-Amino-3-(1-methyl-1H-tetrazol-5-ylthiomethyl)-3-cephem-4-carboxylic acid), Cl (hydrochloric acid), C([O-])(O)=O.[Na+] (sodium bicarbonate), ClC(C(=O)Cl)Cl (Dichloroacetyl chloride). Run in C(C)(=O)OCC (Ethyl acetate), O (water), CC(=O)C (acetone). Product: ClC(C(=O)NC1[C@@H]2N(C(=C(CS2)C(C)SC2=NN=NN2)C(=O)O)C1=O)Cl (7-dichloroacetamido-3-(1-methyl-1H-tetrazol-5-ylthiomethyl)-3-cephem-4-carboxylic acid). Isolated yield 34.2%. RXN SMILES: [NH2:1][CH:2]1[C:20](=[O:21])[N:4]2[C:5]([C:17]([OH:19])=[O:18])=[C:6]([CH:9]([S:11][C:12]3[NH:16][N:15]=[N:14][N:13]=3)[CH3:10])[CH2:7][S:8][C@H:3]12.C(=O)(O)[O-].[Na+].[Cl:27][CH:28]([Cl:32])[C:29](Cl)=[O:30].Cl>C(OCC)(=O)C.CC(C)=O.O>[Cl:27][CH:28]([Cl:32])[C:29]([NH:1][CH:2]1[C:20](=[O:21])[N:4]2[C:5]([C:17]([OH:19])=[O:18])=[C:6]([CH:9]([S:11][C:12]3[NH:13][N:14]=[N:15][N:16]=3)[CH3:10])[CH2:7][S:8][C@H:3]12)=[O:30] |f:1.2|. Procedure: 7-Amino-3-(1-methyl-1H-tetrazol-5-ylthiomethyl)-3-cephem-4-carboxylic acid (3.28 g) was suspended in a mixture (60 ml) of water and acetone (1:1) and sodium bicarbonate was added to the suspension little by little to give a solution. Dichloroacetyl chloride (3 g) was added dropwise to the solution at -5° C under stirring and the mixture was stirred at the same temperature for 30 minutes. Ethyl acetate (50 ml) was added to the reaction mixture and the mixture was adjusted to pH 2 with diluted hyd... Starting materials: FC1=C(C(=O)C(C(=O)OCC)=CNC2=C(C=C(C=C2)F)F)C(=C(C(=C1F)F)F)F (ethyl 2-(2,3,4,5,6-pentafluorobenzoyl)-3-(2,4-difluorophenylamino)acrylate), [F-].[Na+] (sodium fluoride), ice. The solvent is CN(C=O)C (dimethylformamide). The product is FC1=C2C(C(=CN(C2=C(C(=C1F)F)F)C1=C(C=C(C=C1)F)F)C(=O)OCC)=O (Ethyl 5,6,7,8-tetrafluoro-1-(2,4-difluorophenyl)-1,4-dihydro-4-oxo-3-quinolinecarboxylate). Yield: 94.6%. As a reaction SMILES: F[C:2]1[C:25]([F:26])=[C:24]([F:27])[C:23]([F:28])=[C:22](F)[C:3]=1[C:4]([C:6](=[CH:12][NH:13][C:14]1[CH:19]=[CH:18][C:17]([F:20])=[CH:16][C:15]=1[F:21])[C:7]([O:9][CH2:10][CH3:11])=[O:8])=[O:5].[F-:30].[Na+]>CN(C)C=O>[F:30][C:22]1[C:23]([F:28])=[C:24]([F:27])[C:25]([F:26])=[C:2]2[C:3]=1[C:4](=[O:5])[C:6]([C:7]([O:9][CH2:10][CH3:11])=[O:8])=[CH:12][N:13]2[C:14]1[CH:19]=[CH:18][C:17]([F:20])=[CH:16][C:15]=1[F:21] |f:1.2|. Procedure details: A mixture of 135.4 g of ethyl 2-(2,3,4,5,6-pentafluorobenzoyl)-3-(2,4-difluorophenylamino)acrylate, 20.6 g of sodium fluoride and 300 ml of anhydrous dimethylformamide is heated at 140°-150° C. for 3 hours. The suspension is poured hot onto 2 kg of ice and the precipitate is filtered off with suction, washed with water and dried. 122 g of the title compound of melting point 160°-162° C. are obtained.